This data is from the Open Reaction Database (ORD), a public repository of structured organic reaction records. The task is: describe an organic reaction: reactants, conditions, products, and yield The reactants are [N+](=O)([O-])C=1N(C=CN1)CC#C (2-Nitro-1-(prop-2-ynyl)-1H-imidazole), N(=[N+]=[N-])C(CO)CF (2-Azido-3-fluoropropan-1-ol), C1CCOC1 (THF), CuSO4.5H2O, O=C1C(O)=C([O-])[C@H](O1)[C@@H](O)CO.[Na+] (sodium ascorbate). Run in CC(C)(C)O (t-BuOH), O (H2O). Run at time 1 hour. The product is FCC(CO)N1N=NC(=C1)CN1C(=NC=C1)[N+](=O)[O-] (3-Fluoro-2-(4-((2-nitro-1H-imidazol-1-yl)methyl)-1H-1,2,3-triazol-1-yl)propan-1-ol). Isolated yield 88.1%. As a reaction SMILES: [N+:1]([C:4]1[N:5]([CH2:9][C:10]#[CH:11])[CH:6]=[CH:7][N:8]=1)([O-:3])=[O:2].[N:12]([CH:15]([CH2:18][F:19])[CH2:16][OH:17])=[N+:13]=[N-:14].C1COCC1.O=C1O[C@H]([C@H](CO)O)C([O-])=C1O.[Na+]>CC(O)(C)C.O>[F:19][CH2:18][CH:15]([N:12]1[CH:11]=[C:10]([CH2:9][N:5]2[CH:6]=[CH:7][N:8]=[C:4]2[N+:1]([O-:3])=[O:2])[N:14]=[N:13]1)[CH2:16][OH:17] |f:3.4|. Procedure: A solution of 10 (1.9 g, 12.6 mmol) and 29 (1.5 g, 12.6 mmol) in t-BuOH:THF:H2O (22.5 mL, 1:1:1) was treated with CuSO4.5H2O (0.31 g, 1.26 mmol) and sodium ascorbate (0.5 g, 2.52 mmol) and stirred for 1 hr at room temperature. Organic solvents removed under vacuum, the residue dissolved in CH2Cl2 and consecutively washed with H2O, then brine, then dried over MgSO4. The solvent was then concentrated in vacuo and the residue was purified on silica gel using 10% MeOH:CH2Cl2 as the solvent to afford... The reactants are C(C)O (ethanol), COC=1C=C2C(CC(OC2=CC1OC)(C)C)=O (6,7-dimethoxy-2,2-dimethyl-4-chromanone), Cl (hydrochloric acid), sodium tetrahydro borate. Run in O1CCCC1 (tetrahydrofurane). The product is COC=1C=C2C=CC(OC2=CC1OC)(C)C (6,7-dimethoxy-2,2-dimethyl-2H-chromene). Yield: 92.0%. As a reaction SMILES: C(O)C.[CH3:4][O:5][C:6]1[CH:7]=[C:8]2[C:13](=[CH:14][C:15]=1[O:16][CH3:17])[O:12][C:11]([CH3:19])([CH3:18])[CH2:10][C:9]2=O.Cl>O1CCCC1>[CH3:4][O:5][C:6]1[CH:7]=[C:8]2[C:13](=[CH:14][C:15]=1[O:16][CH3:17])[O:12][C:11]([CH3:19])([CH3:18])[CH:10]=[CH:9]2. Reported procedure: In a mixture of 75 ml of tetrahydrofurane and 25 ml of ethanol 4.7 g (20 millimoles) of 6,7-dimethoxy-2,2-dimethyl-4-chromanone are dissolved, whereupon 1.5 g (40 millimoles) of sodium tetrahydro borate are added in small portions. The reaction mixture is heated to boiling for an hour, cooled to 15° C., whereupon 50 ml of 4N hydrochloric acid are added and the mixture is stirred at a temperature not exceeding 20° C. for 3 30 minutes. The two-phase layer is separated, the aqueous phase is extract... The reactants are CC(=O)[O-], CC(=O)[O-], CC(C)(OC(=O)OCc1ccc([N+](=O)[O-])cc1)C1C(=O)NC1CC(=O)C(=[N+]=[N-])C(=O)OCc1ccc([N+](=O)[O-])cc1, [Rh+2], c1ccccc1. Yields the product CC(C)(OC(=O)OCc1ccc([N+](=O)[O-])cc1)C1C(=O)N2C(C(=O)OCc3ccc([N+](=O)[O-])cc3)C(=O)CC12. As a reaction SMILES: [C:48]([O-:49])(=[O:50])[CH3:51].[C:53]([O-:54])(=[O:55])[CH3:56].[N+:1](=[N-:2])=[C:3]([C:4](=[O:5])[O:6][CH2:7][c:8]1[cH:9][cH:10][c:11]([N+:14](=[O:15])[O-:16])[cH:12][cH:13]1)[C:17]([CH2:18][CH:19]1[NH:20][C:21](=[O:40])[CH:22]1[C:23]([CH3:24])([O:25][C:26](=[O:27])[O:28][CH2:29][c:30]1[cH:31][cH:32][c:33]([N+:36](=[O:37])[O-:38])[cH:34][cH:35]1)[CH3:39])=[O:41].[Rh+2:52].[cH:42]1[cH:43][cH:44][cH:45][cH:46][cH:47]1>>[CH:3]1([C:4](=[O:5])[O:6][CH2:7][c:8]2[cH:9][cH:10][c:11]([N+:14](=[O:15])[O-:16])[cH:12][cH:13]2)[C:17](=[O:41])[CH2:18][CH:19]2[N:20]1[C:21](=[O:40])[CH:22]2[C:23]([CH3:24])([O:25][C:26](=[O:27])[O:28][CH2:29][c:30]1[cH:31][cH:32][c:33]([N+:36](=[O:37])[O-:38])[cH:34][cH:35]1)[CH3:39]. Reactants: CCc1ccc(C(C)O)nc1, [Na+], C1CCOC1, [OH-], O, Cc1ccc(S(=O)(=O)Cl)cc1. Yields the product CCc1ccc(CC)nc1, Cc1ccc(S(=O)(=O)O)cc1. Reaction SMILES: [CH2:3]([CH3:4])[c:5]1[cH:6][cH:7][c:8]([CH:11]([CH3:12])[OH:13])[n:9][cH:10]1.[Na+:2].[O:26]1[CH2:27][CH2:28][CH2:29][CH2:30]1.[OH-:1].[OH2:25].[c:14]1([CH3:24])[cH:15][cH:16][c:17]([S:20](=[O:21])(=[O:22])[Cl:23])[cH:18][cH:19]1>>[CH2:3]([CH3:4])[c:5]1[cH:6][cH:7][c:8]([CH2:11][CH3:12])[n:9][cH:10]1.[OH:13][S:20]([c:17]1[cH:16][cH:15][c:14]([CH3:24])[cH:19][cH:18]1)(=[O:21])=[O:22]. The reactants are NCc1ccco1, CN1CCCC1=O, Cc1ccc(C(=O)O)c(Cl)n1. The product is Cc1ccc(C(=O)O)c(NCc2ccco2)n1. As a reaction SMILES: [CH2:12]([c:13]1[cH:14][cH:15][cH:16][o:17]1)[NH2:18].[CH3:19][N:20]1[C:21](=[O:22])[CH2:23][CH2:24][CH2:25]1.[Cl:1][c:2]1[c:3]([C:4](=[O:5])[OH:6])[cH:7][cH:8][c:9]([CH3:11])[n:10]1>>[c:2]1([NH:18][CH2:12][c:13]2[cH:14][cH:15][cH:16][o:17]2)[c:3]([C:4](=[O:5])[OH:6])[cH:7][cH:8][c:9]([CH3:11])[n:10]1. Reactants: C1(=CC=CC=C1)C(=C)O[Si](C)(C)C (1-phenyl-1-trimethylsiloxyethylene), CCOCC (ether), C(CC(=O)Cl)(=O)Cl (malonyl dichloride). Run at time 14 hour. Product: OC1=CC(OC(=C1)C)=O (4-hydroxy-6-methyl-2-pyrone). Isolated yield 67.0%. As a reaction SMILES: [C:1]1(C(O[Si](C)(C)C)=C)[CH:6]=CC=C[CH:2]=1.[C:14](Cl)(=[O:19])[CH2:15][C:16](Cl)=[O:17].CC[O:23]CC>>[OH:19][C:14]1[CH:2]=[C:1]([CH3:6])[O:17][C:16](=[O:23])[CH:15]=1. Reported procedure: A solution of 1-phenyl-1-trimethylsiloxyethylene (25.0 g, 130 mmol) in absolute ether (400 mL) was cooled to −78° C., and malonyl dichloride (6.40 mL, 65.0 mmol) was added dropwise to the resulting solution by using a dropping funnel. The mixture was gradually heated to room temperature, stirred at room temperature (5 to 10° C.) for 14 hours, and further stirred at 30° C. for 24 hours. The thus-produced yellow precipitate was filtered and washed with absolute ether to give the target 4-hydroxy-6... Starting materials: NC1=NC=NN2C1=CC=C2C=2N=C(SC2)C2CCN(CC2)C(=O)OC(C)(C)C (tert-butyl 4-[4-(4-aminopyrrolo[2,1-f][1,2,4]triazin-7-yl)-1,3-thiazol-2-yl]piperidine-1-carboxylate), BrN1C(=O)N(C(=O)C1(C)C)Br (1,3-dibromo-5,5-dimethylhydantoin). Run in CN(C)C=O (DMF), CC(=O)O (AcOH). Reaction conditions: temperature 0 celsius, time 3 hour. Yields the product NC1=NC=NN2C1=C(C=C2C=2N=C(SC2)C2CCN(CC2)C(=O)OC(C)(C)C)Br (tert-butyl 4-[4-(4-amino-5-bromopyrrolo[2,1-f][1,2,4]triazin-7-yl)-1,3-thiazol-2-yl]piperidine-1-carboxylate). The yield is 109.1%. As a reaction SMILES: [NH2:1][C:2]1[C:7]2=[CH:8][CH:9]=[C:10]([C:11]3[N:12]=[C:13]([CH:16]4[CH2:21][CH2:20][N:19]([C:22]([O:24][C:25]([CH3:28])([CH3:27])[CH3:26])=[O:23])[CH2:18][CH2:17]4)[S:14][CH:15]=3)[N:6]2[N:5]=[CH:4][N:3]=1.[Br:29]N1C(C)(C)C(=O)N(Br)C1=O>CN(C=O)C.CC(O)=O>[NH2:1][C:2]1[C:7]2=[C:8]([Br:29])[CH:9]=[C:10]([C:11]3[N:12]=[C:13]([CH:16]4[CH2:21][CH2:20][N:19]([C:22]([O:24][C:25]([CH3:28])([CH3:27])[CH3:26])=[O:23])[CH2:18][CH2:17]4)[S:14][CH:15]=3)[N:6]2[N:5]=[CH:4][N:3]=1. Reported procedure: To a cooled (−20° C.) solution of tert-butyl 4-[4-(4-aminopyrrolo[2,1-f][1,2,4]triazin-7-yl)-1,3-thiazol-2-yl]piperidine-1-carboxylate (914 mg. 2.28 mmol) in DMF (12.6 mL) and AcOH (5 mL) was added 1,3-dibromo-5,5-dimethylhydantoin (326 mg, 1.14 mmol) in 3 portions over 10 minutes. The mixture was stirred at 0° C. for 3 h. The reaction was quenched with the addition 5% aqueous K2CO3 (50 mL) and was allowed to warm to rt. The mixture was extracted with ethyl acetate (3×50 mL). The combined organi... Starting materials: N(=[N+]=[N-])[C@H]1[C@@H](CC[C@H](C2=NC=CC=C21)O)C2=CC(=CC(=C2)F)F ((5S,6S,9R)-5-azido-6-(3,5-difluorophenyl)-6,7,8,9-tetrahydro-5H-cyclohepta[b]pyridin-9-ol), O=C1N(C=2C(=NC=CC2)N1)C1CCN(CC1)C(=O)OC1=CC=C(C=C1)[N+](=O)[O-] (4-nitrophenyl 4-(2-oxo-2,3-dihydro-1H-imidazo[4,5-b]pyridin-1-yl)piperidine-1-carboxylate), ice methanol, C[Si](C)(C)[N-][Si](C)(C)C.[Na+] (NaHMDS). Solvent: CN(C=O)C (dimethylformamide). Reaction conditions: time 2 hour. The product is O=C1N(C=2C(=NC=CC2)N1)C1CCN(CC1)C(=O)O[C@@H]1CC[C@H]([C@@H](C=2C1=NC=CC2)N)C2=CC(=CC(=C2)F)F ((5S,6S,9R)-5-amino-6-(3,5-difluorophenyl)-6,7,8,9-tetrahydro-5H-cyclohepta[b]pyridin-9-yl 4-(2-oxo-2,3-dihydro-1H-imidazo[4,5-b]pyridin-1-yl)piperidine-1-carboxylate). Yield: 80.0%. RXN SMILES: [N:1]([C@@H:4]1[C:14]2[C:9](=[N:10][CH:11]=[CH:12][CH:13]=2)[C@H:8]([OH:15])[CH2:7][CH2:6][C@H:5]1[C:16]1[CH:21]=[C:20]([F:22])[CH:19]=[C:18]([F:23])[CH:17]=1)=[N+]=[N-].[O:24]=[C:25]1[NH:33][C:28]2=[N:29][CH:30]=[CH:31][CH:32]=[C:27]2[N:26]1[CH:34]1[CH2:39][CH2:38][N:37]([C:40](OC2C=CC([N+]([O-])=O)=CC=2)=[O:41])[CH2:36][CH2:35]1.C[Si]([N-][Si](C)(C)C)(C)C.[Na+]>CN(C)C=O>[O:24]=[C:25]1[NH:33][C:28]2=[N:29][CH:30]=[CH:31][CH:32]=[C:27]2[N:26]1[CH:34]1[CH2:35][CH2:36][N:37]([C:40]([O:15][C@H:8]2[C:9]3=[N:10][CH:11]=[CH:12][CH:13]=[C:14]3[C@@H:4]([NH2:1])[C@H:5]([C:16]3[CH:21]=[C:20]([F:22])[CH:19]=[C:18]([F:23])[CH:17]=3)[CH2:6][CH2:7]2)=[O:41])[CH2:38][CH2:39]1 |f:2.3|. Reported procedure: In a 100 mL round-bottom flask was suspended (5S,6S,9R)-5-azido-6-(3,5-difluorophenyl)-6,7,8,9-tetrahydro-5H-cyclohepta[b]pyridin-9-ol (46 mg, 0.145 mmol) (azeotroped with dry benzene) and 4-nitrophenyl 4-(2-oxo-2,3-dihydro-1H-imidazo[4,5-b]pyridin-1-yl)piperidine-1-carboxylate (66.9 mg, 0.175 mmol) in dimethylformamide (1 mL) under nitrogen. After cooling to −15° C. (ice-methanol bath), NaHMDS (0.393 mL, 0.393 mmol) was added dropwise. The resulting tan solution was stirred under nitrogen at −1... Reactants: CS(C)=O, O=C(Cl)C(=O)Cl, ClCCl, Cc1cc(CO)cc(C(F)(F)F)c1. Yields the product Cc1cc(C=O)cc(C(F)(F)F)c1. RXN SMILES: [CH3:7][S:8](=[O:9])[CH3:10].[Cl:1][C:2]([C:3]([Cl:4])=[O:5])=[O:6].[Cl:24][CH2:25][Cl:26].[F:11][C:12]([c:13]1[cH:14][c:15]([CH2:16][OH:17])[cH:18][c:19]([CH3:21])[cH:20]1)([F:22])[F:23]>>[F:11][C:12]([c:13]1[cH:14][c:15]([CH:16]=[O:17])[cH:18][c:19]([CH3:21])[cH:20]1)([F:22])[F:23]. Reactants: CCOC(=O)c1cocc1C(=O)N(CC)c1ccc(OC)c(OC)c1, CO, Cl, [Na+], [OH-]. Product: CCN(C(=O)c1cocc1C(=O)O)c1ccc(OC)c(OC)c1. Reaction SMILES: [CH2:1]([CH3:2])[O:3][C:4](=[O:5])[c:6]1[c:7]([C:11](=[O:12])[N:13]([CH2:14][CH3:15])[c:16]2[cH:17][c:18]([O:24][CH3:25])[c:19]([O:22][CH3:23])[cH:20][cH:21]2)[cH:8][o:9][cH:10]1.[CH3:29][OH:30].[ClH:28].[Na+:27].[OH-:26]>>[O:3]=[C:4]([OH:5])[c:6]1[c:7]([C:11](=[O:12])[N:13]([CH2:14][CH3:15])[c:16]2[cH:17][c:18]([O:24][CH3:25])[c:19]([O:22][CH3:23])[cH:20][cH:21]2)[cH:8][o:9][cH:10]1.